This data is from the Open Reaction Database (ORD), a public repository of structured organic reaction records. The task is: describe an organic reaction: reactants, conditions, products, and yield Starting materials: BrC1=CC(=C(C=O)C=C1)N(C)C (4-bromo-2-dimethylaminobenzaldehyde), C([O-])([O-])=O.[Na+].[Na+] (sodium carbonate), C1(=CC=CC=C1)B(O)O (phenylboronic acid). Reagents/catalysts: C(C)(=O)[O-].[Pd+2].C(C)(=O)[O-] (palladium acetate). The solvent is CN(C=O)C.O (N,N-dimethylformamide water). Reaction conditions: temperature 100 celsius, time 8 hour. Product: CN(C=1C=C(C=CC1C=O)C1=CC=CC=C1)C (3-dimethylaminobiphenyl-4-carboxaldehyde). Yield: 91.2%. As a reaction SMILES: Br[C:2]1[CH:9]=[CH:8][C:5]([CH:6]=[O:7])=[C:4]([N:10]([CH3:12])[CH3:11])[CH:3]=1.C(=O)([O-])[O-].[Na+].[Na+].[C:19]1(B(O)O)[CH:24]=[CH:23][CH:22]=[CH:21][CH:20]=1>CN(C)C=O.O.C([O-])(=O)C.[Pd+2].C([O-])(=O)C>[CH3:11][N:10]([CH3:12])[C:4]1[CH:3]=[C:2]([C:19]2[CH:24]=[CH:23][CH:22]=[CH:21][CH:20]=2)[CH:9]=[CH:8][C:5]=1[CH:6]=[O:7] |f:1.2.3,5.6,7.8.9|. Procedure: To a suspension of 4-bromo-2-dimethylaminobenzaldehyde (250 mg, 1.10 mmol), sodium carbonate (140 mg, 1.32 mmol), and phenylboronic acid (210 mg, 1.65 mmol) in 2.2 mL of N,N-dimethylformamide/water (2:1) was added palladium acetate (13 mg, 58 μmol) under nitrogen. After being stirred at 100° C. overnight, the reaction mixture was filtered. The filtrate was diluted with ethyl acetate, and the solution was washed with saturated NaHCO3 aqueous solution, brine, and dried over MgSO4. After filtration... The reactants are CCOC(=O)c1ccc(N)cc1, CN(C)P(=O)(N(C)C)N(C)C, O=S(=O)(OCC(F)(F)C(F)(F)C(F)(F)C(F)(F)C(F)(F)C(F)(F)C(F)(F)F)C(F)(F)F, O. Yields the product CCOC(=O)c1ccc(N(C)C(F)(F)C(F)(F)C(F)(F)C(F)(F)C(F)(F)C(F)(F)C(F)(F)F)cc1. Reaction SMILES: [CH3:32][CH2:33][O:34][C:35](=[O:36])[c:37]1[cH:38][cH:39][c:40]([NH2:41])[cH:42][cH:43]1.[CH3:44][N:45]([P:46]([N:47]([CH3:48])[CH3:49])([N:50]([CH3:51])[CH3:52])=[O:53])[CH3:54].[F:1][C:2]([C:3]([C:4]([C:5]([C:6]([C:7]([F:8])([F:9])[CH2:10][O:11][S:12]([C:13]([F:14])([F:15])[F:16])(=[O:17])=[O:18])([F:19])[F:20])([F:21])[F:22])([F:23])[F:24])([F:25])[F:26])([C:27]([F:28])([F:29])[F:30])[F:31].[OH2:55]>>[F:1][C:2]([C:3]([C:4]([C:5]([C:6]([C:7]([F:8])([F:9])[N:41]([c:40]1[cH:39][cH:38][c:37]([C:35]([O:34][CH2:33][CH3:32])=[O:36])[cH:43][cH:42]1)[CH3:44])([F:19])[F:20])([F:21])[F:22])([F:23])[F:24])([F:25])[F:26])([C:27]([F:28])([F:29])[F:30])[F:31].